From a dataset of the Open Reaction Database (ORD), a public repository of structured organic reaction records. describe an organic reaction: reactants, conditions, products, and yield Reactants: C1(=CC=CC=C1)S(=O)(=O)O (benzenesulphonic acid), ClC=1C=C(C=C(C1)Cl)NC(NCC(=O)O)=O (3-(3,5-dichlorophenyl)-ureidoacetic acid), O (water). Run in ClC1=CC=CC=C1 (chlorobenzene). Conditions: temperature 15 celsius. The product is ClC=1C=C(C=C(C1)Cl)N1C(NCC1=O)=O (3-(3,5-dichlorophenyl)-hydantoin). The yield is 90.6%. Reaction SMILES: [Cl:1][C:2]1[CH:3]=[C:4]([NH:9][C:10](=[O:16])[NH:11][CH2:12][C:13](O)=[O:14])[CH:5]=[C:6]([Cl:8])[CH:7]=1.C1(S(O)(=O)=O)C=CC=CC=1.O>ClC1C=CC=CC=1>[Cl:1][C:2]1[CH:3]=[C:4]([N:9]2[C:13](=[O:14])[CH2:12][NH:11][C:10]2=[O:16])[CH:5]=[C:6]([Cl:8])[CH:7]=1. Procedure details: To a suspension of 3-(3,5-dichlorophenyl)-ureidoacetic acid (26.3 g.) in chlorobenzene (180 cc.) is added benzenesulphonic acid (1.2 g. representing 0.068 mol per mol of ureidoacetic acid). The water formed in the reaction is removed by azeotropic distillation. After 30 minutes' distillation, a limpid solution is obtained. After cooling to about 15° C, the precipitate formed is filtered off and washed on the filter with ethanol (25 cc.) at 10° C. After drying, 3-(3,5-dichlorophenyl)-hydantoin (2...